This data is from the Open Reaction Database (ORD), a public repository of structured organic reaction records. The task is: describe an organic reaction: reactants, conditions, products, and yield Reactants: CN(C)C=O, CI, [H-], [Na+], O, CCOC(=O)C(=O)c1ccc(C2CCCCC2)c(O)c1. Yields the product CCOC(=O)C(=O)c1ccc(C2CCCCC2)c(OC)c1. As a reaction SMILES: [CH3:23][N:24]([CH3:25])[CH:26]=[O:27].[CH3:28][I:29].[H-:1].[Na+:2].[OH2:30].[OH:3][c:4]1[cH:5][c:6]([C:16]([C:17](=[O:18])[O:19][CH2:20][CH3:21])=[O:22])[cH:7][cH:8][c:9]1[CH:10]1[CH2:11][CH2:12][CH2:13][CH2:14][CH2:15]1>>[O:3]([c:4]1[cH:5][c:6]([C:16]([C:17](=[O:18])[O:19][CH2:20][CH3:21])=[O:22])[cH:7][cH:8][c:9]1[CH:10]1[CH2:11][CH2:12][CH2:13][CH2:14][CH2:15]1)[CH3:23]. The reactants are CC(C)(C)OC(=O)NCCN, O=C([O-])[O-], COC(=O)c1c(F)cccc1[N+](=O)[O-], [K+], [K+], CN(C)C=O. The product is COC(=O)c1c(NCCNC(=O)OC(C)(C)C)cccc1[N+](=O)[O-]. Reaction SMILES: [C:15]([CH3:16])([CH3:17])([CH3:18])[O:19][C:20]([NH:21][CH2:22][CH2:23][NH2:24])=[O:25].[C:26](=[O:27])([O-:28])[O-:29].[CH3:1][O:2][C:3]([c:4]1[c:5]([F:13])[cH:6][cH:7][cH:8][c:9]1[N+:10](=[O:11])[O-:12])=[O:14].[K+:30].[K+:31].[O:32]=[CH:33][N:34]([CH3:35])[CH3:36]>>[CH3:1][O:2][C:3]([c:4]1[c:5]([NH:24][CH2:23][CH2:22][NH:21][C:20]([O:19][C:15]([CH3:16])([CH3:17])[CH3:18])=[O:25])[cH:6][cH:7][cH:8][c:9]1[N+:10](=[O:11])[O-:12])=[O:14].